From a dataset of the Open Reaction Database (ORD), a public repository of structured organic reaction records. describe an organic reaction: reactants, conditions, products, and yield The reactants are CCCCP(CCCC)CCCC, CCOC(C)=O, OCCn1ncc2ncnc(Nc3ccc(OCc4cccc(F)c4)c(Cl)c3)c21, O=C(N=NC(=O)N1CCCCC1)N1CCCCC1, C1CCOC1, O. Product: Fc1cccc(COc2ccc(N3CCn4ncc5ncnc3c54)cc2Cl)c1. RXN SMILES: [CH2:48]([P:49]([CH2:50][CH2:51][CH2:52][CH3:53])[CH2:54][CH2:55][CH2:56][CH3:57])[CH2:58][CH2:59][CH3:60].[CH3:67][CH2:68][O:69][C:70](=[O:71])[CH3:72].[Cl:1][c:2]1[cH:3][c:4]([NH:17][c:18]2[c:19]3[c:20]([n:21][cH:22][n:23]2)[cH:24][n:25][n:26]3[CH2:27][CH2:28][OH:29])[cH:5][cH:6][c:7]1[O:8][CH2:9][c:10]1[cH:11][c:12]([F:16])[cH:13][cH:14][cH:15]1.[N:30]([C:31]([N:32]1[CH2:33][CH2:34][CH2:35][CH2:36][CH2:37]1)=[O:38])=[N:39][C:40]([N:41]1[CH2:42][CH2:43][CH2:44][CH2:45][CH2:46]1)=[O:47].[O:62]1[CH2:63][CH2:64][CH2:65][CH2:66]1.[OH2:61]>>[Cl:1][c:2]1[cH:3][c:4]([N:17]2[c:18]3[c:19]4[c:20]([n:21][cH:22][n:23]3)[cH:24][n:25][n:26]4[CH2:27][CH2:28]2)[cH:5][cH:6][c:7]1[O:8][CH2:9][c:10]1[cH:11][c:12]([F:16])[cH:13][cH:14][cH:15]1. Starting materials: BrCC=CCBr, O=C1NC(=O)c2ccccc21, CN(C)C=O, [K]. The product is O=C1c2ccccc2C(=O)N1CC=CCBr. As a reaction SMILES: [Br:13][CH2:14][CH:15]=[CH:16][CH2:17][Br:18].[C:1]1(=[O:11])[c:2]2[c:3]([cH:7][cH:8][cH:9][cH:10]2)[C:4](=[O:6])[NH:5]1.[CH3:19][N:20]([CH3:21])[CH:22]=[O:23].[K:12]>>[C:1]1(=[O:11])[c:2]2[c:3]([cH:7][cH:8][cH:9][cH:10]2)[C:4](=[O:6])[N:5]1[CH2:17][CH:16]=[CH:15][CH2:14][Br:13]. The reactants are CCOC(=O)c1c(NC(=O)C23CCC(C)(C(=O)O2)C3(C)C)sc2c1C(C)OC2, CCOC(=O)c1c(NC(=O)C23CC4CC(CC(C4)O2)C3)sc2c1C(C)OC2. Yields the product CC1OCc2sc(NC(=O)C34CCC(C)(C(=O)O3)C4(C)C)c(C(=O)O)c21. RXN SMILES: [CH3:1][CH:2]1[c:3]2[c:4]([s:7][c:8]([NH:15][C:16](=[O:17])[C:18]34[O:19][C:20](=[O:28])[C:21]([CH3:27])([CH2:22][CH2:23]3)[C:24]4([CH3:25])[CH3:26])[c:9]2[C:10](=[O:11])[O:12][CH2:13][CH3:14])[CH2:5][O:6]1.[CH3:29][CH:30]1[O:31][CH2:32][c:33]2[s:34][c:35]([NH:36][C:37]([C:38]34[CH2:39][CH:40]5[CH2:41][CH:42]([CH2:43][CH:44]([CH2:45]5)[O:46]3)[CH2:47]4)=[O:48])[c:49]([C:50]([O:51][CH2:52][CH3:53])=[O:54])[c:55]21>>[CH3:1][CH:2]1[c:3]2[c:4]([s:7][c:8]([NH:15][C:16](=[O:17])[C:18]34[O:19][C:20](=[O:28])[C:21]([CH3:27])([CH2:22][CH2:23]3)[C:24]4([CH3:25])[CH3:26])[c:9]2[C:10](=[O:11])[OH:12])[CH2:5][O:6]1. Starting materials: FC(C(=O)O)(F)F.S1C(=NC2=C1C=CC=C2)S(=O)(=O)N2C(CNCC2)=O (1-(benzothiazole-2-sulfonyl)-piperazin-2-one trifluoroacetic acid salt), C(C1=CC=CC=C1)(C1=CC=CC=C1)OC(=O)NC=1NC(C=2N=CN(C2N1)CC(=O)O)=O ([2-N-(benzhydryloxycarbonyl)-guanin-9-yl]-acetic acid). Product: S1C(=NC2=C1C=CC=C2)S(=O)(=O)N2C(CN(CC2)C(CN2C=1N=C(NC(C1N=C2)=O)NC(=O)OC(C2=CC=CC=C2)C2=CC=CC=C2)=O)=O (1-(Benzothiazole-2-sulfonyl)-4-{[2-N-(benzhydryloxycarbonyl)-guanin-9-yl]-acetyl}-piperazin-2-one). As a reaction SMILES: FC(F)(F)C(O)=O.[S:8]1[C:12]2[CH:13]=[CH:14][CH:15]=[CH:16][C:11]=2[N:10]=[C:9]1[S:17]([N:20]1[CH2:25][CH2:24][NH:23][CH2:22][C:21]1=[O:26])(=[O:19])=[O:18].[CH:27]([O:40][C:41]([NH:43][C:44]1[NH:45][C:46](=[O:57])[C:47]2[N:48]=[CH:49][N:50]([CH2:53][C:54](O)=[O:55])[C:51]=2[N:52]=1)=[O:42])([C:34]1[CH:39]=[CH:38][CH:37]=[CH:36][CH:35]=1)[C:28]1[CH:33]=[CH:32][CH:31]=[CH:30][CH:29]=1>>[S:8]1[C:12]2[CH:13]=[CH:14][CH:15]=[CH:16][C:11]=2[N:10]=[C:9]1[S:17]([N:20]1[CH2:25][CH2:24][N:23]([C:54](=[O:55])[CH2:53][N:50]2[CH:49]=[N:48][C:47]3[C:46](=[O:57])[NH:45][C:44]([NH:43][C:41]([O:40][CH:27]([C:34]4[CH:39]=[CH:38][CH:37]=[CH:36][CH:35]=4)[C:28]4[CH:33]=[CH:32][CH:31]=[CH:30][CH:29]=4)=[O:42])=[N:52][C:51]2=3)[CH2:22][C:21]1=[O:26])(=[O:19])=[O:18] |f:0.1|. Procedure details: The title compound was synthesized by the reaction of 1-(benzothiazole-2-sulfonyl)-piperazin-2-one trifluoroacetic acid salt with [2-N-(benzhydryloxycarbonyl)-guanin-9-yl]-acetic acid as per the procedure of Example 52. 1H NMR (500 MHz; DMSO-d6) δ 11.62 (bs, H), 11.24 (bs, 1H), 8.36 (m, 1H), 8.26 (m, 1H), 7.81 (s, 0.6H), 7.77 (s, 0.4H), 7.72 (m, 2H), 7.45 (d, 4H), 7.38 (t, 4H), 7.30 (t, 2H), 6.86 (s, 1H), 5.16 (s, 1.2H), 5.05 (s, 0.8H), 4.53 (s, 0.8H), 4.28 (s, 1.2H), 4.26 (t, 1.2H), 4.09 (t, 0.... The product is CC1CC2(CCN1)C(NC1CCCCC1)=NC(=O)N2c1cccc(F)c1. RXN SMILES: [CH3:39][OH:40].[CH:1]1([NH:7][C:8]2=[N:9][C:10](=[O:36])[N:11]([c:29]3[cH:30][c:31]([F:35])[cH:32][cH:33][cH:34]3)[C:12]23[CH2:13][CH:14]([CH3:28])[N:15]([C:18]([O:19][CH2:20][c:21]2[cH:22][cH:23][cH:24][cH:25][cH:26]2)=[O:27])[CH2:16][CH2:17]3)[CH2:2][CH2:3][CH2:4][CH2:5][CH2:6]1.[Na+:38].[OH-:37].[OH-:41].[OH-:42].[Pd+2:43]>>[CH:1]1([NH:7][C:8]2=[N:9][C:10](=[O:36])[N:11]([c:29]3[cH:30][c:31]([F:35])[cH:32][cH:33][cH:34]3)[C:12]23[CH2:13][CH:14]([CH3:28])[NH:15][CH2:16][CH2:17]3)[CH2:2][CH2:3][CH2:4][CH2:5][CH2:6]1. Starting materials: CO, CC1CC2(CCN1C(=O)OCc1ccccc1)C(NC1CCCCC1)=NC(=O)N2c1cccc(F)c1, [Na+], [OH-], [OH-], [OH-], [Pd+2].